describe an organic reaction: reactants, conditions, products, and yield From a dataset of the Open Reaction Database (ORD), a public repository of structured organic reaction records. Starting materials: COC(=O)C(C)(Cc1c[nH]c2ccccc12)NC(=O)OC1C2CC3CC(C2)CC1C3, [Li+], C1COCCO1, [OH-]. The product is CC(Cc1c[nH]c2ccccc12)(NC(=O)OC1C2CC3CC(C2)CC1C3)C(=O)O. As a reaction SMILES: [CH3:1][O:2][C:3]([C:4]([NH:5][C:6](=[O:7])[O:8][CH:9]1[CH:10]2[CH2:11][CH:12]3[CH2:13][CH:14]([CH2:15][CH:16]1[CH2:17]3)[CH2:18]2)([CH2:19][c:20]1[cH:21][nH:22][c:23]2[cH:24][cH:25][cH:26][cH:27][c:28]12)[CH3:29])=[O:30].[Li+:32].[O:33]1[CH2:34][CH2:35][O:36][CH2:37][CH2:38]1.[OH-:31]>>[O:2]=[C:3]([C:4]([NH:5][C:6](=[O:7])[O:8][CH:9]1[CH:10]2[CH2:11][CH:12]3[CH2:13][CH:14]([CH2:15][CH:16]1[CH2:17]3)[CH2:18]2)([CH2:19][c:20]1[cH:21][nH:22][c:23]2[cH:24][cH:25][cH:26][cH:27][c:28]12)[CH3:29])[OH:30]. As a reaction SMILES: [CH:1]1[C:9]([NH2:10])=[CH:8][C:7]2[CH2:11][CH2:12][N:5]3[C:6]=2[C:2]=1[C:3]1[CH2:17][CH2:16][CH2:15][CH2:14][CH2:13][C:4]=13.[C:18]1([CH2:24][C:25](Cl)=[O:26])[CH:23]=[CH:22][CH:21]=[CH:20][CH:19]=1>ClC(Cl)C>[CH:1]1[C:9]([NH:10][C:25](=[O:26])[CH2:24][C:18]2[CH:23]=[CH:22][CH:21]=[CH:20][CH:19]=2)=[CH:8][C:7]2[CH2:11][CH2:12][N:5]3[C:6]=2[C:2]=1[C:3]1[CH2:17][CH2:16][CH2:15][CH2:14][CH2:13][C:4]=13. The solvent is ClC(C)Cl (dichloroethane). Reactants: C1=C2C3=C(N4C2=C(C=C1N)CC4)CCCCC3 (4,5,8,9,10,11-hexahydro-7H-cyclohepta[b]pyrrolo[3,2,1-hi]indole-2-amine), C1(=CC=CC=C1)CC(=O)Cl (phenylacetyl chloride), poly-(4-vinylpyridine). The product is C1=C2C3=C(N4C2=C(C=C1NC(CC1=CC=CC=C1)=O)CC4)CCCCC3 (N-4,5,8,9,10,11-hexahydro-7H-cyclohepta[b]pyrrolo[3,2,1-hi]indol-2-yl-2-phenylacetamide). The yield is 6.6%. Procedure details: Following the procedure of Example 1, Step 4, 4,5,8,9,10,11-hexahydro-7H-cyclohepta[b]pyrrolo[3,2,1-hi]indole-2-amine (0.10 g, 0.44 mmol), phenylacetyl chloride (0.058 mL, 0.44 mmol) and poly-(4-vinylpyridine) (600 mg) in dichloroethane (15 mL) provided N-4,5,8,9,10,11-hexahydro-7H-cyclohepta[b]pyrrolo[3,2,1-hi]indol-2-yl-2-phenylacetamide (10 mg). MS (ESI) m/z 345; HPLC purity 100% at 210-370 nm, 10.6 min.; 100% at 252 nm, 10.6 min. (Xterra RP18, 3.5 u, 150×4.6 mm column, 1.2 mL/min, 85/15-5/95... Reactants: ClC1=C(C(=O)NC=2C(=NNC2)C2=NC3=C(N2)C=CC(=C3)CN3CCOCC3)C(=CC=C1)Cl (2,6-dichloro-N-[3-(5-morpholin-4-ylmethyl-1H-benzimidazol-2-yl)-1H-pyrazol-4-yl]-benzamide), O1CCOC2=C1C=CC=C2C(=O)NC=2C(=NNC2)C(=O)O (4-[(2,3-dihydro-benzo[1,4]dioxine-5-carbonyl)-amino]-1H-pyrazole-3-carboxylic acid), NC=1C=C(C=CC1N)C(=O)N1CCOCC1 ((3,4-diamino-phenyl)-morpholin-4-yl-methanone). Product: N1(CCOCC1)C(=O)C1=CC2=C(NC(=N2)C2=NNC=C2NC(=O)C2=CC=CC=3OCCOC32)C=C1 (2,3-dihydro-benzo[1,4]dioxine-5-carboxylic acid {3-[5-(morpholine-4-carbonyl)-1H-benzimidazol-2-yl]-1H-pyrazol-4-yl}-amide). Reaction SMILES: ClC1C=CC=C(Cl)C=1C(NC1C(C2NC3C=CC(CN4CCOCC4)=CC=3N=2)=NNC=1)=O.[O:33]1[C:38]2[CH:39]=[CH:40][CH:41]=[C:42]([C:43]([NH:45][C:46]3[C:47]([C:51](O)=O)=[N:48][NH:49][CH:50]=3)=[O:44])[C:37]=2[O:36][CH2:35][CH2:34]1.[NH2:54][C:55]1[CH:56]=[C:57]([C:62]([N:64]2[CH2:69][CH2:68][O:67][CH2:66][CH2:65]2)=[O:63])[CH:58]=[CH:59][C:60]=1[NH2:61]>>[N:64]1([C:62]([C:57]2[CH:58]=[CH:59][C:60]3[NH:61][C:51]([C:47]4[C:46]([NH:45][C:43]([C:42]5[C:37]6[O:36][CH2:35][CH2:34][O:33][C:38]=6[CH:39]=[CH:40][CH:41]=5)=[O:44])=[CH:50][NH:49][N:48]=4)=[N:54][C:55]=3[CH:56]=2)=[O:63])[CH2:69][CH2:68][O:67][CH2:66][CH2:65]1. Reported procedure: The compound was prepared in a manner analogous to 2,6-dichloro-N-[3-(5-morpholin-4-ylmethyl-1H-benzimidazol-2-yl)-1H-pyrazol-4-yl]-benzamide (Example 94E), but using 4-[(2,3-dihydro-benzo[1,4]dioxine-5-carbonyl)-amino]-1H-pyrazole-3-carboxylic acid (Example 97A) and (3,4-diamino-phenyl)-morpholin-4-yl-methanone (Example 94B) to give 2,3-dihydro-benzo[1,4]dioxine-5-carboxylic acid {3-[5-(morpholine-4-carbonyl)-1H-benzimidazol-2-yl]-1H-pyrazol-4-yl}-amide (15 mg) as a beige solid. (LC/MS: Rt 2.89... Starting materials: ClC1=NN2C(C(=C(C(=C2)C2=CC=NN2C2=CC=C(C#N)C=C2)C)C2=CC(=CC=C2)C(F)(F)F)=N1 (4-{5-[2-chloro-7-methyl-8-(3-trifluoromethyl-phenyl)-[1,2,4]triazolo[1,5-a]pyridin-6-yl]-pyrazol-1-yl}-benzonitrile), CN(CCN)C (N,N-dimethyl-ethane-1,2-diamine), CN(CCCNC1=NN2C(C(=C(C(=C2)C2=CC=NN2C2=CC=C(C#N)C=C2)C)C2=CC(=CC=C2)C(F)(F)F)=N1)C (4-{5-[2-(3-Dimethylamino-propylamino)-7-methyl-8-(3-trifluoromethyl-phenyl)-[1,2,4]triazolo[1,5-a]pyridin-6-yl]-pyrazol-1-yl}-benzonitrile). The product is CN(CCNC1=NN2C(C(=C(C(=C2)C2=CC=NN2C2=CC=C(C#N)C=C2)C)C2=CC(=CC=C2)C(F)(F)F)=N1)C (4-{5-[2-(2-Dimethylamino-ethylamino)-7-methyl-8-(3-trifluoromethyl-phenyl)-[1,2,4]triazolo[1,5-a]pyridin-6-yl]-pyrazol-1-yl}-benzonitrile). Reaction SMILES: Cl[C:2]1[N:34]=[C:5]2[C:6]([C:24]3[CH:29]=[CH:28][CH:27]=[C:26]([C:30]([F:33])([F:32])[F:31])[CH:25]=3)=[C:7]([CH3:23])[C:8]([C:10]3[N:14]([C:15]4[CH:22]=[CH:21][C:18]([C:19]#[N:20])=[CH:17][CH:16]=4)[N:13]=[CH:12][CH:11]=3)=[CH:9][N:4]2[N:3]=1.[CH3:35][N:36]([CH3:40])[CH2:37][CH2:38][NH2:39].CN(C)CCCNC1N=C2C(C3C=CC=C(C(F)(F)F)C=3)=C(C)C(C3N(C4C=CC(C#N)=CC=4)N=CC=3)=CN2N=1>>[CH3:35][N:36]([CH3:40])[CH2:37][CH2:38][NH:39][C:2]1[N:34]=[C:5]2[C:6]([C:24]3[CH:29]=[CH:28][CH:27]=[C:26]([C:30]([F:33])([F:32])[F:31])[CH:25]=3)=[C:7]([CH3:23])[C:8]([C:10]3[N:14]([C:15]4[CH:22]=[CH:21][C:18]([C:19]#[N:20])=[CH:17][CH:16]=4)[N:13]=[CH:12][CH:11]=3)=[CH:9][N:4]2[N:3]=1. Reported procedure: The title compound was prepared from 4-{5-[2-chloro-7-methyl-8-(3-trifluoromethyl-phenyl)-[1,2,4]triazolo[1,5-a]pyridin-6-yl]-pyrazol-1-yl}-benzonitrile (Int. 19, 92 mg, 0.19 mmol) and N,N-dimethyl-ethane-1,2-diamine (1.5 mL) using a similar method to that used in Example 28 (61 mg).